This data is from the Open Reaction Database (ORD), a public repository of structured organic reaction records. The task is: describe an organic reaction: reactants, conditions, products, and yield Starting materials: C1CCOC1, S, Cc1ccc(CCOC(=O)[O-])cc1, c1ccc2ncccc2c1. Product: Cc1ccc(C=O)cc1. RXN SMILES: [O:25]1[CH2:26][CH2:27][CH2:28][CH2:29]1.[S:14].[c:1]1([CH3:13])[cH:2][cH:3][c:4]([CH2:7][CH2:8][O:9][C:10](=[O:11])[O-:12])[cH:5][cH:6]1.[cH:15]1[cH:16][c:17]2[c:18]([n:19][cH:20][cH:21][cH:22]2)[cH:23][cH:24]1>>[c:1]1([CH3:13])[cH:2][cH:3][c:4]([CH:7]=[O:25])[cH:5][cH:6]1. Reactants: amine, C1(CC1)C1=C(C(=NO1)C1=C(C=CC=C1)C)COC1CC2CCC(C1)N2C(=O)OC(C)(C)C (tert-Butyl 3-((5-cyclopropyl-3-(o-tolyl)isoxazol-4-yl)methoxy)-8-azabicyclo[3.2.1]octane-8-carboxylate). Run in FC(C(=O)O)(F)F (trifluoroacetic acid), ClCCl (dichloromethane). Run at time 1 hour. The product is C12CC(CC(CC1)N2)OCC=2C(=NOC2C2CC2)C2=C(C=CC=C2)C (4-((8-azabicyclo[3.2.1]octan-3-yloxy)methyl)-5-cyclopropyl-3-(o-tolyl)isoxazole). Reaction SMILES: [CH:1]1([C:4]2[O:8][N:7]=[C:6]([C:9]3[CH:14]=[CH:13][CH:12]=[CH:11][C:10]=3[CH3:15])[C:5]=2[CH2:16][O:17][CH:18]2[CH2:24][CH:23]3[N:25](C(OC(C)(C)C)=O)[CH:20]([CH2:21][CH2:22]3)[CH2:19]2)[CH2:3][CH2:2]1>FC(F)(F)C(O)=O.ClCCl>[CH:23]12[NH:25][CH:20]([CH2:21][CH2:22]1)[CH2:19][CH:18]([O:17][CH2:16][C:5]1[C:6]([C:9]3[CH:14]=[CH:13][CH:12]=[CH:11][C:10]=3[CH3:15])=[N:7][O:8][C:4]=1[CH:1]1[CH2:2][CH2:3]1)[CH2:24]2. Procedure: The previous amine, tert-Butyl 3-((5-cyclopropyl-3-(o-tolyl)isoxazol-4-yl)methoxy)-8-azabicyclo[3.2.1]octane-8-carboxylate (1.60 g, 3.65 mmol) was dissolved in trifluoroacetic acid in dichloromethane (30 mL, 20% solution) at RT. The solution was stirred for 1 hour at RT and the solvent was evaporated. The residue was dissolved in ethyl acetate (125 mL), washed with a saturated solution of sodium bicarbonate (100 mL), the organic layer was dried with magnesium sulfate and evaporated in vacuo. The... Reactants: CC(COCc1ccccc1)(COCc1ccccc1)C(=O)OCc1ccccc1, C1CCOC1, CCOC(C)=O, [Na+], [OH-], O. The product is CC(COCc1ccccc1)(COCc1ccccc1)C(=O)O. As a reaction SMILES: [CH2:3]([c:4]1[cH:5][cH:6][cH:7][cH:8][cH:9]1)[O:10][CH2:11][C:12]([C:13](=[O:14])[O:15][CH2:16][c:17]1[cH:18][cH:19][cH:20][cH:21][cH:22]1)([CH3:23])[CH2:24][O:25][CH2:26][c:27]1[cH:28][cH:29][cH:30][cH:31][cH:32]1.[CH2:40]1[O:41][CH2:42][CH2:43][CH2:44]1.[CH3:34][CH2:35][O:36][C:37](=[O:38])[CH3:39].[Na+:2].[OH-:1].[OH2:33]>>[CH2:3]([c:4]1[cH:5][cH:6][cH:7][cH:8][cH:9]1)[O:10][CH2:11][C:12]([C:13](=[O:14])[OH:15])([CH3:23])[CH2:24][O:25][CH2:26][c:27]1[cH:28][cH:29][cH:30][cH:31][cH:32]1.